Dataset: the Open Reaction Database (ORD), a public repository of structured organic reaction records. Task: describe an organic reaction: reactants, conditions, products, and yield Reactants: O=C([O-])O, CCO, Cl, O=C1CCNCC1, [Na+], N#CNc1ccccc1-c1ccccc1. Product: N=C(Nc1ccccc1-c1ccccc1)N1CCC(=O)CC1. As a reaction SMILES: [C:24](=[O:25])([OH:26])[O-:27].[CH3:29][CH2:30][OH:31].[ClH:16].[NH:17]1[CH2:18][CH2:19][C:20](=[O:23])[CH2:21][CH2:22]1.[Na+:28].[c:1]1(-[c:10]2[cH:11][cH:12][cH:13][cH:14][cH:15]2)[c:2]([NH:7][C:8]#[N:9])[cH:3][cH:4][cH:5][cH:6]1>>[c:1]1(-[c:10]2[cH:11][cH:12][cH:13][cH:14][cH:15]2)[c:2]([NH:7][C:8](=[NH:9])[N:17]2[CH2:18][CH2:19][C:20](=[O:23])[CH2:21][CH2:22]2)[cH:3][cH:4][cH:5][cH:6]1. The reactants are COC(=O)C1CC=CCC1NC(=O)OCc1ccccc1, CO, Cl, [Na+], [OH-], O. The product is O=C(NC1CC=CCC1C(=O)O)OCc1ccccc1. As a reaction SMILES: [CH2:1]([c:2]1[cH:3][cH:4][cH:5][cH:6][cH:7]1)[O:8][C:9](=[O:10])[NH:11][CH:12]1[CH2:13][CH:14]=[CH:15][CH2:16][CH:17]1[C:18](=[O:19])[O:20][CH3:21].[CH3:25][OH:26].[ClH:24].[Na+:23].[OH-:22].[OH2:27]>>[CH2:1]([c:2]1[cH:3][cH:4][cH:5][cH:6][cH:7]1)[O:8][C:9](=[O:10])[NH:11][CH:12]1[CH2:13][CH:14]=[CH:15][CH2:16][CH:17]1[C:18](=[O:19])[OH:20]. Starting materials: COc1ccc2c(Cl)nc(Nc3cc[nH]n3)cc2c1, OB(O)c1cc(F)cc(F)c1. Yields the product COc1ccc2c(-c3cc(F)cc(F)c3)nc(Nc3cc[nH]n3)cc2c1. As a reaction SMILES: [Cl:1][c:2]1[n:3][c:4]([NH:14][c:15]2[n:16][nH:17][cH:18][cH:19]2)[cH:5][c:6]2[cH:7][c:8]([O:12][CH3:13])[cH:9][cH:10][c:11]12.[F:20][c:21]1[cH:22][c:23]([B:28]([OH:29])[OH:30])[cH:24][c:25]([F:27])[cH:26]1>>[c:2]1(-[c:23]2[cH:22][c:21]([F:20])[cH:26][c:25]([F:27])[cH:24]2)[n:3][c:4]([NH:14][c:15]2[n:16][nH:17][cH:18][cH:19]2)[cH:5][c:6]2[cH:7][c:8]([O:12][CH3:13])[cH:9][cH:10][c:11]12. Reactants: Nc1ccc(Br)cc1F, COCCOc1cc2nncc(Cl)c2cc1OC, CN(C)C=O. The product is Cl, COCCOc1cc2nncc(Nc3ccc(Br)cc3F)c2cc1OC. As a reaction SMILES: [Br:19][c:20]1[cH:21][c:22]([F:27])[c:23]([NH2:24])[cH:25][cH:26]1.[Cl:1][c:2]1[cH:3][n:4][n:5][c:6]2[cH:7][c:8]([O:14][CH2:15][CH2:16][O:17][CH3:18])[c:9]([O:12][CH3:13])[cH:10][c:11]12.[O:28]=[CH:29][N:30]([CH3:31])[CH3:32]>>[ClH:1].[c:2]1([NH:24][c:23]2[c:22]([F:27])[cH:21][c:20]([Br:19])[cH:26][cH:25]2)[cH:3][n:4][n:5][c:6]2[cH:7][c:8]([O:14][CH2:15][CH2:16][O:17][CH3:18])[c:9]([O:12][CH3:13])[cH:10][c:11]12. Starting materials: NC=1C=C(C(=O)N)C=C(C1)OCCCCCCCCCCCCCCCCCC (3-amino-5-(octadecyloxy)benzamide), BrCC(=O)OCC1=CC=CC=C1 (benzyl bromoacetate), CN(C1=CC=CC2=CC=CC(=C12)N(C)C)C (1,8-bis(dimethylamino)naphthalene), [I-].[Na+] (sodium iodide). Solvent: C(C)#N (acetonitrile), CN(C)C=O (DMF). Yields the product C1(=CC=CC=C1)COC(CN(CC(OCC1=CC=CC=C1)=O)C1=CC(=CC(=C1)OCCCCCCCCCCCCCCCCCC)C(N)=O)=O (N-[(3-carbamoyl)-5-(octadecyloxy)phenyl]-N-[2-oxo-2-(phenylmethoxy)ethyl]glycine phenylmethyl ester). Isolated yield 43.2%. As a reaction SMILES: [NH2:1][C:2]1[CH:3]=[C:4]([CH:8]=[C:9]([O:11][CH2:12][CH2:13][CH2:14][CH2:15][CH2:16][CH2:17][CH2:18][CH2:19][CH2:20][CH2:21][CH2:22][CH2:23][CH2:24][CH2:25][CH2:26][CH2:27][CH2:28][CH3:29])[CH:10]=1)[C:5]([NH2:7])=[O:6].Br[CH2:31][C:32]([O:34][CH2:35][C:36]1[CH:41]=[CH:40][CH:39]=[CH:38][CH:37]=1)=[O:33].CN(C)[C:44]1[C:53]2[C:48](=[CH:49][CH:50]=[CH:51][C:52]=2N(C)C)C=CC=1.[I-].[Na+]>C(#N)C.CN(C=O)C>[C:36]1([CH2:35][O:34][C:32](=[O:33])[CH2:31][N:1]([C:2]2[CH:10]=[C:9]([O:11][CH2:12][CH2:13][CH2:14][CH2:15][CH2:16][CH2:17][CH2:18][CH2:19][CH2:20][CH2:21][CH2:22][CH2:23][CH2:24][CH2:25][CH2:26][CH2:27][CH2:28][CH3:29])[CH:8]=[C:4]([C:5](=[O:6])[NH2:7])[CH:3]=2)[CH2:31][C:32](=[O:33])[O:34][CH2:44][C:53]2[CH:48]=[CH:49][CH:50]=[CH:51][CH:52]=2)[CH:41]=[CH:40][CH:39]=[CH:38][CH:37]=1 |f:3.4|. Procedure: A mixture of 3.0 g (7.4 mmol) of 3-amino-5-(octadecyloxy)benzamide, 3.6 ml (22 mmol) of benzyl bromoacetate, 4.0 g (18.5 mmol) of 1,8-bis(dimethylamino)naphthalene and 0.3 g (2.1 mmol) of sodium iodide in 60 ml of acetonitrile and 20 ml of DMF was stirred and heated at reflux under argon for 48 hours. The solvents were removed at reduced pressure and the residue was dissolved in ethyl acetate. The extract was washed with 0.05N HCl, with NaHCO3 solution, dried and concentrated at reduced pressure... Reactants: [H-].[Na+] (sodium hydride), 10g, C1(=CC=CC=C1)C=1C=NNC1 (4-phenyl-1H-pyrazole), BrCC(=O)OCC (ethyl bromoacetate). The solvent is CN(C)C=O (DMF). Conditions: time 1 hour. The product is C1(=CC=CC=C1)C=1C=NN(C1)CC(=O)OCC (ethyl 4-phenyl-1H-pyrazole-1-acetate). Reaction SMILES: [H-].[Na+].[C:3]1([C:9]2[CH:10]=[N:11][NH:12][CH:13]=2)[CH:8]=[CH:7][CH:6]=[CH:5][CH:4]=1.Br[CH2:15][C:16]([O:18][CH2:19][CH3:20])=[O:17]>CN(C=O)C>[C:3]1([C:9]2[CH:10]=[N:11][N:12]([CH2:15][C:16]([O:18][CH2:19][CH3:20])=[O:17])[CH:13]=2)[CH:4]=[CH:5][CH:6]=[CH:7][CH:8]=1 |f:0.1|. Procedure: To a slurry of 3.0g (0.075 mol) of sodium hydride in 30 mL of DMF at room temperature was added 10g (0.069 mol) of 4-phenyl-1H-pyrazole of example 1. The mixture was stirred 1 hr and 7.8 mL (0.07 mol) of ethyl bromoacetate was added with cooling. The reaction was stirred 3 hr at room temperature, briefly at 100° C. and was poured onto ice. The product was filtered off, rinsed with water, dried, and washed with hexane to yield 14.0g of ethyl 4-phenyl-1H-pyrazole-1-acetate. Starting materials: C(C)N1CCN(CC1)C1=CC=C(N)C=C1 (4-(4-ethylpiperazin-1-yl)-aniline), ClC1=C(C(=CC=C1OC)Cl)NC(N(C1=NC=NC(=C1)NC1=CC=C(C=C1)N1CCN(CC1)C)C)=O (3-(2,6-Dichloro-3-methoxy-phenyl)-1-methyl-1-{6-[4-(4-methyl-piperazin-1-yl)-phenylamino]-pyrimidin-4-yl}-urea). Product: C(C)N1CCN(CC1)C1=CC=C(C=C1)NC1=NC=NC(=C1)NC (N-[4-(4-ethyl-piperazin-1-yl)-phenyl]-N′-methyl-pyrimidine-4,6-diamine). Reaction SMILES: [CH2:1]([N:3]1[CH2:8][CH2:7][N:6]([C:9]2[CH:15]=[CH:14][C:12]([NH2:13])=[CH:11][CH:10]=2)[CH2:5][CH2:4]1)[CH3:2].ClC1C(OC)=CC=C(Cl)C=1N[C:27](=O)[N:28](C)[C:29]1[CH:34]=[C:33](NC2C=CC(N3CCN(C)CC3)=CC=2)[N:32]=[CH:31][N:30]=1>>[CH2:1]([N:3]1[CH2:4][CH2:5][N:6]([C:9]2[CH:15]=[CH:14][C:12]([NH:13][C:33]3[CH:34]=[C:29]([NH:28][CH3:27])[N:30]=[CH:31][N:32]=3)=[CH:11][CH:10]=2)[CH2:7][CH2:8]1)[CH3:2]. Reported procedure: The title compound is prepared as described in Example 144A but using 4-(4-ethylpiperazin-1-yl)-aniline (1 g, 4.88 mmol) and (6-chloro-pyrimidin-4-yl)-methyl-amine (Example 1) (771 1.81 g, 12.68 mmol, 1.3 eq.). Purification of the residue by silica gel column chromatography (DCM/MeOH, 93:7) followed by trituration in diethyl ether affords the title compound as a white solid: ESI-MS: 313.2 [MH]+; tR=1.10 min (gradient J); TLC: Rf=0.21 (DCM/MeOH, 93:7).